This data is from the Open Reaction Database (ORD), a public repository of structured organic reaction records. The task is: describe an organic reaction: reactants, conditions, products, and yield Reactants: NC1=NC(=CC=C1NC(=O)N1C(C=CC=C1C)=O)N1C[C@@H](CCC1)C(=O)N1CCCC1 ((R)—N-(2-amino-6-(3-(pyrrolidine-1-carbonyl)piperidin-1-yl)pyridin-3-yl)-6-methyl-2-oxopyridine-1(2H)-carboxamide), C[O-].[Na+] (Sodium methoxide), CO (methanol), C(C(C)C)O (isobutanol). Run in O (Water). Reaction conditions: temperature 110 celsius, time 2 hour. The product is CC1=CC=CC(N1CC1=NC=2C(=NC(=CC2)N2C[C@@H](CCC2)C(=O)N2CCCC2)N1)=O ((R)-6-Methyl-1-((5-(3-(pyrrolidine-1-carbonyl)piperidin-1-yl)-3H-imidazo[4,5-b]pyridin-2-yl)methyl)pyridin-2(1H)-one). RXN SMILES: [NH2:1][C:2]1[C:7]([NH:8][C:9](N2C(C)=CC=CC2=O)=O)=[CH:6][CH:5]=[C:4]([N:19]2[CH2:24][CH2:23][CH2:22][C@@H:21]([C:25]([N:27]3[CH2:31][CH2:30][CH2:29][CH2:28]3)=[O:26])[CH2:20]2)[N:3]=1.CO.[CH2:34]([OH:38])[CH:35](C)[CH3:36].C[O-].[Na+]>O>[CH3:2][C:7]1[N:8]([CH2:9][C:9]2[NH:1][C:2]3=[N:3][C:4]([N:19]4[CH2:24][CH2:23][CH2:22][C@@H:21]([C:25]([N:27]5[CH2:28][CH2:29][CH2:30][CH2:31]5)=[O:26])[CH2:20]4)=[CH:5][CH:6]=[C:7]3[N:8]=2)[C:34](=[O:38])[CH:35]=[CH:36][CH:6]=1 |f:3.4|. Procedure: Into a vial were added (R)—N-(2-amino-6-(3-(pyrrolidine-1-carbonyl)piperidin-1-yl)pyridin-3-yl)-6-methyl-2-oxopyridine-1(2H)-carboxamide (1 equiv) and a solution of methanol and isobutanol (1:1, 1.5 mL). Sodium methoxide (2.0 equiv) was added and the reaction mixture was shaken at 110° C. for 2 h. Water was added and the mixture was extracted with a mixture of methanol/dichloromethane (1:1). The organics were concentrated by Speedvac and the crude material was purified via preparative HPLC to af... Reactants: ClC=1C=C(C=NC1F)OCC1=CC(=C(C(=O)NS(=O)(=O)C)C=C1F)F (4-{[(5-chloro-6-fluoropyridin-3-yl)oxy]methyl}-2,5-difluoro-N-(methylsulfonyl)benzamide), FC(C(C)(O)C)(F)F (1,1,1-trifluoro-2-methylpropan-2-ol), C([O-])([O-])=O.[Cs+].[Cs+] (caesium carbonate), FC(C(C)(O)C)(F)F (1,1,1-trifluoro-2-methylpropan-2-ol). The solvent is CS(=O)C (DMSO), CCOC(=O)C (EtOAc). Reaction conditions: temperature 100 celsius, time 16 hour. The product is ClC=1C=C(C=NC1OC(C(F)(F)F)(C)C)OCC1=CC(=C(C(=O)NS(=O)(=O)C)C=C1F)F (4-({[5-Chloro-6-(2,2,2-trifluoro-1,1-dimethylethoxy)pyridin-3-yl]oxy}methyl)-2,5-difluoro-N-(methylsulfonyl)benzamide). Isolated yield 19.6%. As a reaction SMILES: [Cl:1][C:2]1[CH:3]=[C:4]([O:9][CH2:10][C:11]2[C:23]([F:24])=[CH:22][C:14]([C:15]([NH:17][S:18]([CH3:21])(=[O:20])=[O:19])=[O:16])=[C:13]([F:25])[CH:12]=2)[CH:5]=[N:6][C:7]=1F.[F:26][C:27]([F:33])([F:32])[C:28]([CH3:31])([OH:30])[CH3:29].C(=O)([O-])[O-].[Cs+].[Cs+]>CS(C)=O.CCOC(C)=O>[Cl:1][C:2]1[CH:3]=[C:4]([O:9][CH2:10][C:11]2[C:23]([F:24])=[CH:22][C:14]([C:15]([NH:17][S:18]([CH3:21])(=[O:20])=[O:19])=[O:16])=[C:13]([F:25])[CH:12]=2)[CH:5]=[N:6][C:7]=1[O:30][C:28]([CH3:31])([CH3:29])[C:27]([F:33])([F:32])[F:26] |f:2.3.4|. Reported procedure: To a solution of 4-{[(5-chloro-6-fluoropyridin-3-yl)oxy]methyl}-2,5-difluoro-N-(methylsulfonyl)benzamide (Example 23, 0.092 g, 0.233 mmol) in DMSO (1.0 mL) were added 1,1,1-trifluoro-2-methylpropan-2-ol (0.120 g, 0.937 mmol) and caesium carbonate (0.305 g, 0.936 mmol). The mixture was stirred at 100° C. in a pressure vial for 16 hours. Then 1,1,1-trifluoro-2-methylpropan-2-ol (0.120 g, 0.937 mmol) was added to the mixture and heated at 125° C. for another 24 hours. The reaction mixture was dilut...